This data is from the Open Reaction Database (ORD), a public repository of structured organic reaction records. The task is: describe an organic reaction: reactants, conditions, products, and yield The reactants are C(C=1C(O)=CC=CC1)=O (salicylaldehyde), NC1=CC(=C(C(=C1)Cl)N=CN(C)C)Cl (N'-[4-amino-2,6-dichlorophenyl]-N,N-dimethylformamidine). Run in C(C)O (ethanol). Product: ClC1=C(C(=CC(=C1)N=CC1=C(C=CC=C1)O)Cl)N=CN(C)C (N'-[2,6-Dichloro-4-(o-hydroxybenzylideneamino)phenyl]N,N-dimethylformamidine). RXN SMILES: [CH:1](=O)[C:2]1[C:3](=[CH:5][CH:6]=[CH:7][CH:8]=1)[OH:4].[NH2:10][C:11]1[CH:16]=[C:15]([Cl:17])[C:14]([N:18]=[CH:19][N:20]([CH3:22])[CH3:21])=[C:13]([Cl:23])[CH:12]=1>C(O)C>[Cl:17][C:15]1[CH:16]=[C:11]([N:10]=[CH:1][C:2]2[CH:8]=[CH:7][CH:6]=[CH:5][C:3]=2[OH:4])[CH:12]=[C:13]([Cl:23])[C:14]=1[N:18]=[CH:19][N:20]([CH3:22])[CH3:21]. Procedure: A mixture of 3.7 g. of salicylaldehyde and 7.0 g. of N'-[4-amino-2,6-dichlorophenyl]-N,N-dimethylformamidine is heated neat at 80° C. for 18 hours. The mixture is cooled and ethanol is added to give crystals. The mixture is heated and then cooled to recrystallize the product. The product is collected, washed with cold ethanol then ether to give 9.0 g. of the product of the Example as yellow crystals, m.p. 113°-115° C. Starting materials: ClC=1N=CC(=C2C=CC(=NC12)C)I (8-chloro-5-iodo-2-methyl-[1,7]naphthyridine), COC=1C=NC=C(C1)B1OC(C)(C)C(C)(C)O1 (3-methoxy-5-pyridineboronic acid pinacol ester), NC=1SC=C(N1)C (2-amino-4-methylthiazole). Yields the product COC=1C=C(C=NC1)C1=C2C=CC(=NC2=C(N=C1)NC=1SC=C(N1)C)C ([5-(5-Methoxy-pyridin-3-yl)-2-methyl-[1,7]naphthyridin-8-yl]-(4-methyl-thiazol-2-yl)-amine). Reaction SMILES: Cl[C:2]1[N:3]=[CH:4][C:5](I)=[C:6]2[C:11]=1[N:10]=[C:9]([CH3:12])[CH:8]=[CH:7]2.[CH3:14][O:15][C:16]1[CH:17]=[N:18][CH:19]=[C:20](B2OC(C)(C)C(C)(C)O2)[CH:21]=1.[NH2:31][C:32]1[S:33][CH:34]=[C:35]([CH3:37])[N:36]=1>>[CH3:14][O:15][C:16]1[CH:21]=[C:20]([C:5]2[CH:4]=[N:3][C:2]([NH:31][C:32]3[S:33][CH:34]=[C:35]([CH3:37])[N:36]=3)=[C:11]3[C:6]=2[CH:7]=[CH:8][C:9]([CH3:12])=[N:10]3)[CH:19]=[N:18][CH:17]=1. Procedure details: The title compound, MS: m/e=364.1 (M+H+), was prepared in accordance with the general method of example 15 step 1 and step 3 from 8-chloro-5-iodo-2-methyl-[1,7]naphthyridine (Example I), 3-methoxy-5-pyridineboronic acid pinacol ester and 2-amino-4-methylthiazole. Product: COC(=O)C(C(=O)c1ncc(Cl)cc1Cl)c1ccccc1F. Starting materials: C1CCOC1, C[Si](C)(C)[N-][Si](C)(C)C, CCCCCC, [Cl-], O=C(Cl)c1ncc(Cl)cc1Cl, COC(=O)Cc1ccccc1F, [Li+], [NH4+], O. RXN SMILES: [CH2:42]1[O:43][CH2:44][CH2:45][CH2:46]1.[CH3:2][Si:3]([N-:4][Si:5]([CH3:6])([CH3:7])[CH3:8])([CH3:9])[CH3:10].[CH3:36][CH2:37][CH2:38][CH2:39][CH2:40][CH3:41].[Cl-:34].[Cl:23][c:24]1[c:25]([C:31](=[O:32])[Cl:33])[n:26][cH:27][c:28]([Cl:30])[cH:29]1.[F:11][c:12]1[c:13]([CH2:18][C:19](=[O:20])[O:21][CH3:22])[cH:14][cH:15][cH:16][cH:17]1.[Li+:1].[NH4+:35].[OH2:47]>>[F:11][c:12]1[c:13]([CH:18]([C:19](=[O:20])[O:21][CH3:22])[C:31]([c:25]2[c:24]([Cl:23])[cH:29][c:28]([Cl:30])[cH:27][n:26]2)=[O:32])[cH:14][cH:15][cH:16][cH:17]1. Reactants: O=Cc1ccc(C(=O)O)cc1, Cc1ccc(S(=O)(=O)O)cc1, Cc1ccccc1, NS(=O)(=O)c1cccc([N+](=O)[O-])c1. Product: O=C(O)c1ccc(C=NS(=O)(=O)c2cccc([N+](=O)[O-])c2)cc1. RXN SMILES: [C:14](=[O:15])([OH:16])[c:17]1[cH:18][cH:19][c:20]([CH:21]=[O:22])[cH:23][cH:24]1.[CH3:25][c:26]1[cH:27][cH:28][c:29]([S:30]([OH:31])(=[O:32])=[O:33])[cH:34][cH:35]1.[CH3:36][c:37]1[cH:38][cH:39][cH:40][cH:41][cH:42]1.[N+:1](=[O:2])([O-:3])[c:4]1[cH:5][c:6]([S:10](=[O:11])(=[O:12])[NH2:13])[cH:7][cH:8][cH:9]1>>[N+:1](=[O:2])([O-:3])[c:4]1[cH:5][c:6]([S:10](=[O:11])(=[O:12])[N:13]=[CH:21][c:20]2[cH:19][cH:18][c:17]([C:14](=[O:15])[OH:16])[cH:24][cH:23]2)[cH:7][cH:8][cH:9]1. Starting materials: COC1=CC=C(C=C1)N=C(C=COC1=CC=CC=C1)OC1=CC=CC=C1 (phenyl N-(4-methoxyphenyl)-3-(phenoxy)acrylimidate), ClCCl.[Br-].[Br-].[Br-] (tribromide dichloromethane). Solvent: C(Cl)(Cl)Cl (chloroform), C(Cl)(Cl)Cl (Chloroform). Run at time 2.5 hour. Yields the product OC1=CC=C(C=C1)N=C(C=COC1=CC=CC=C1)OC1=CC=CC=C1 (phenyl N-(4-hydroxyphenyl)-3-(phenoxy)acrylimidate). The yield is 20.0%. As a reaction SMILES: C[O:2][C:3]1[CH:8]=[CH:7][C:6]([N:9]=[C:10]([O:20][C:21]2[CH:26]=[CH:25][CH:24]=[CH:23][CH:22]=2)[CH:11]=[CH:12][O:13][C:14]2[CH:19]=[CH:18][CH:17]=[CH:16][CH:15]=2)=[CH:5][CH:4]=1.ClCCl.[Br-].[Br-].[Br-]>C(Cl)(Cl)Cl>[OH:2][C:3]1[CH:8]=[CH:7][C:6]([N:9]=[C:10]([O:20][C:21]2[CH:22]=[CH:23][CH:24]=[CH:25][CH:26]=2)[CH:11]=[CH:12][O:13][C:14]2[CH:19]=[CH:18][CH:17]=[CH:16][CH:15]=2)=[CH:5][CH:4]=1 |f:1.2.3.4|. Procedure: To chloroform (80 ml) solution of phenyl N-(4-methoxyphenyl)-3-(phenoxy)acrylimidate (2.4 g) was added dropwise with borone tribromide dichloromethane solution (1.0M: 14.0 ml) under ice-cooling and stirred for one hour at the same temperature and 2.5 hours at room temperature. Chloroform (200 ml) was added to the reaction solution and it was successively washed with water and aqueous saturated sodium chloride solution, dried over anhydrous magnesium sulfate and concentrated under reduced pressur...